Dataset: the Open Reaction Database (ORD), a public repository of structured organic reaction records. Task: describe an organic reaction: reactants, conditions, products, and yield Reactants: BrC=1C=C2C(=NNC2=CC1)CO ((5-bromo-1H-indazol-3-yl)-methanol). Reagents/catalysts: [O-2].[O-2].[Mn+4] (manganese dioxide). Run in C(C)(=O)OCC (ethyl acetate). Run at time 8 hour. Product: BrC=1C=C2C(=NNC2=CC1)C=O (5-bromo-1H-indazole-3-carbaldehyde). Yield: 67.4%. As a reaction SMILES: [Br:1][C:2]1[CH:3]=[C:4]2[C:8](=[CH:9][CH:10]=1)[NH:7][N:6]=[C:5]2[CH2:11][OH:12]>C(OCC)(=O)C.[O-2].[O-2].[Mn+4]>[Br:1][C:2]1[CH:3]=[C:4]2[C:8](=[CH:9][CH:10]=1)[NH:7][N:6]=[C:5]2[CH:11]=[O:12] |f:2.3.4|. Reported procedure: A solution of (5-bromo-1H-indazol-3-yl)-methanol (0.267 g, 1.18 mmol) in ethyl acetate (12 mL) was added with manganese dioxide (1.03 g, 11.8 mmol), and the mixture was stirred overnight at room temperature. The reaction mixture was filtered through Celite, and then the filtrate was concentrated to obtain 5-bromo-1H-indazole-3-carbaldehyde (0.179 g, 67%).